From a dataset of the Open Reaction Database (ORD), a public repository of structured organic reaction records. describe an organic reaction: reactants, conditions, products, and yield The reactants are CC1(OC2=C(C(=CC(=C2)C(C)CC2CC2)O)C=2C1=CC=NC2)C (5,5-dimethyl-10-hydroxy-8-(3-cyclopropyl-2-propyl)-5H-[1]benzopyrano[3,4-d]pyridine), C(C)(=O)OC(C)=O (acetic anhydride). Run in N1=CC=CC=C1 (pyridine). Product: C(C)(=O)OC1=CC(=CC2=C1C=1C(=CC=NC1)C(O2)(C)C)C(C)CC2CC2 (10-Acetoxy-5,5-dimethyl-8-(3-cyclopropyl-2-propyl)-5H-[1]benzopyrano[3,4-d]pyridine). As a reaction SMILES: [CH3:1][C:2]1([CH3:23])[C:18]2=[CH:19][CH:20]=[N:21][CH:22]=[C:17]2[C:5]2[C:6]([OH:16])=[CH:7][C:8]([CH:10]([CH2:12][CH:13]3[CH2:15][CH2:14]3)[CH3:11])=[CH:9][C:4]=2[O:3]1.[C:24](OC(=O)C)(=[O:26])[CH3:25]>N1C=CC=CC=1>[C:24]([O:16][C:6]1[C:5]2[C:17]3[C:18]([C:2]([CH3:1])([CH3:23])[O:3][C:4]=2[CH:9]=[C:8]([CH:10]([CH2:12][CH:13]2[CH2:14][CH2:15]2)[CH3:11])[CH:7]=1)=[CH:19][CH:20]=[N:21][CH:22]=3)(=[O:26])[CH3:25]. Procedure: 10-Acetoxy-5,5-dimethyl-8-(3-cyclopropyl-2-propyl)-5H-[1]benzopyrano[3,4-d]pyridine is prepared by reacting 5,5-dimethyl-10-hydroxy-8-(3-cyclopropyl-2-propyl)-5H-[1]benzopyrano[3,4-d]pyridine and acetic anhydride in the presence of pyridine according to the method of Example 12. Starting materials: BrC1=CC(=C(N)C(=C1)[N+](=O)[O-])C (4-bromo-2-methyl-6-nitroaniline), [Cl-].[Cl-].[Ca+2] (CaCl2). Reagents/catalysts: [Fe] (iron). Run in CCO (EtOH), O (water). Yields the product BrC1=CC(=C(C(=C1)N)N)C (5-Bromo-3-methylbenzene-1,2-diamine). Yield: 91.9%. Reaction SMILES: [Br:1][C:2]1[CH:8]=[C:7]([N+:9]([O-])=O)[C:5]([NH2:6])=[C:4]([CH3:12])[CH:3]=1.[Cl-].[Cl-].[Ca+2]>CCO.O.[Fe]>[Br:1][C:2]1[CH:8]=[C:7]([NH2:9])[C:5]([NH2:6])=[C:4]([CH3:12])[CH:3]=1 |f:1.2.3|. Procedure details: To a stirred solution of compound 4-bromo-2-methyl-6-nitroaniline (5.0 g) in EtOH (85 ml) and water (43 ml) were added iron powder (6.0 g) and CaCl2 (4.8 g) at room temperature and the resulting reaction mixture was then heated at reflux for 4 h. The mixture was then cooled to room temperature, filtered through Celite, and washed with EtOH. The filtrate was concentrated and the resulting residue was diluted with DCM. The DCM layer was successively washed with water and brine, dried over Na2SO4 a... Reactants: BrCC1=C(CP(OCC)(OCC)=O)C=CC=C1 (diethyl [2-(bromomethyl)benzyl]phosphonate), C1(C=2C(C(N1)=O)=CC=CC2)=O.[K] (potassium phthalimide), CN(C=O)C (N,N-dimethylformamide). The solvent is O (water). Conditions: time 14 hour. Yields the product O=C1N(C(C2=CC=CC=C12)=O)CC1=C(CP(OCC)(OCC)=O)C=CC=C1 (diethyl {2-[(1,3-dioxo-1,3-dihydro-2H-isoindol-2-yl)methyl]benzyl}phosphonate). Yield: 84.1%. Reaction SMILES: Br[CH2:2][C:3]1[CH:17]=[CH:16][CH:15]=[CH:14][C:4]=1[CH2:5][P:6](=[O:13])([O:10][CH2:11][CH3:12])[O:7][CH2:8][CH3:9].[C:18]1(=[O:28])[NH:22][C:21](=[O:23])[C:20]2=[CH:24][CH:25]=[CH:26][CH:27]=[C:19]12.[K].CN(C)C=O>O>[O:23]=[C:21]1[C:20]2[C:19](=[CH:27][CH:26]=[CH:25][CH:24]=2)[C:18](=[O:28])[N:22]1[CH2:2][C:3]1[CH:17]=[CH:16][CH:15]=[CH:14][C:4]=1[CH2:5][P:6](=[O:13])([O:10][CH2:11][CH3:12])[O:7][CH2:8][CH3:9] |f:1.2,^1:28|. Reported procedure: A mixture of diethyl [2-(bromomethyl)benzyl]phosphonate (11.2 g), potassium phthalimide (6.46 g) and N,N-dimethylformamide (100 ml) was stirred at room temperature for 14 hrs. The reaction mixture was poured into water, and the mixture was extracted with ethyl acetate. The organic layer was ashed with water, dried over anhydrous magnesium sulfate, and concentrated. Recrystallization of the residue from ethyl acetate-hexane gave diethyl {2-[(1,3-dioxo-1,3-dihydro-2H-isoindol-2-yl)methyl]benzyl}ph...